This data is from the Open Reaction Database (ORD), a public repository of structured organic reaction records. The task is: describe an organic reaction: reactants, conditions, products, and yield Reactants: C(C1=CC=CC=C1)OC(C(CC(CCCC)C(=O)OCC)C)=O (4-ethoxycarbonyl-2-methyloctanoic acid benzyl ester). The reagents and catalysts are [Pd] (palladium on charcoal). The solvent is C(C)O (ethanol). Yields the product C(C)OC(=O)C(CC(C(=O)O)C)CCCC (4-ethoxycarbonyl-2-methyloctanoic acid). As a reaction SMILES: C([O:8][C:9](=[O:23])[CH:10]([CH3:22])[CH2:11][CH:12]([C:17]([O:19][CH2:20][CH3:21])=[O:18])[CH2:13][CH2:14][CH2:15][CH3:16])C1C=CC=CC=1>C(O)C.[Pd]>[CH2:20]([O:19][C:17]([CH:12]([CH2:13][CH2:14][CH2:15][CH3:16])[CH2:11][CH:10]([CH3:22])[C:9]([OH:23])=[O:8])=[O:18])[CH3:21]. Reported procedure: 4-ethoxycarbonyl-2-methyloctanoic acid benzyl ester (10 g) is dissolved in ethanol (100 ml), 10% palladium on charcoal (2 g) is added, and the mixture is hydrogenated until complete removal of the benzyl ester is achieved to yield 4-ethoxycarbonyl-2-methyloctanoic acid. The reactants are N#CNC(=NCCCOc1cccc(CN2CCCCC2)c1)Oc1ccccc1, ClCCl, CO, CN(CCCCN)CCC(c1ccc(Cl)cc1)c1ccccn1. Yields the product CN(CCCCNC(=NCCCOc1cccc(CN2CCCCC2)c1)NC#N)CCC(c1ccc(Cl)cc1)c1ccccn1. RXN SMILES: [C:24](#[N:25])[NH:26][C:27]([O:28][c:29]1[cH:30][cH:31][cH:32][cH:33][cH:34]1)=[N:35][CH2:36][CH2:37][CH2:38][O:39][c:40]1[cH:41][c:42]([CH2:46][N:47]2[CH2:48][CH2:49][CH2:50][CH2:51][CH2:52]2)[cH:43][cH:44][cH:45]1.[CH2:55]([Cl:56])[Cl:57].[CH3:53][OH:54].[Cl:1][c:2]1[cH:3][cH:4][c:5]([CH:8]([CH2:9][CH2:10][N:11]([CH2:12][CH2:13][CH2:14][CH2:15][NH2:16])[CH3:17])[c:18]2[n:19][cH:20][cH:21][cH:22][cH:23]2)[cH:6][cH:7]1>>[Cl:1][c:2]1[cH:3][cH:4][c:5]([CH:8]([CH2:9][CH2:10][N:11]([CH2:12][CH2:13][CH2:14][CH2:15][NH:16][C:27]([NH:26][C:24]#[N:25])=[N:35][CH2:36][CH2:37][CH2:38][O:39][c:40]2[cH:41][c:42]([CH2:46][N:47]3[CH2:48][CH2:49][CH2:50][CH2:51][CH2:52]3)[cH:43][cH:44][cH:45]2)[CH3:17])[c:18]2[n:19][cH:20][cH:21][cH:22][cH:23]2)[cH:6][cH:7]1. Reactants: ClC1=NC2=CC=C(C=C2C(=C1)F)OC (2-chloro-4-fluoro-6-methoxyquinoline), ClC1=NC2=CC=C(C=C2C(=C1)F)OC (2-chloro-4-fluoro-6-methoxyquinoline), C(=O)(O)C1=CC(=C(C=C1)B(O)O)Cl (4-carboxy-2-chlorophenylboronic acid). Product: ClC=1C=C(C(=O)O)C=CC1C1=NC2=CC=C(C=C2C(=C1)F)O (3-chloro-4-(4-fluoro-6-hydroxyquinolin-2-yl)benzoic acid). Reaction SMILES: Cl[C:2]1[CH:11]=[C:10]([F:12])[C:9]2[C:4](=[CH:5][CH:6]=[C:7]([O:13]C)[CH:8]=2)[N:3]=1.[C:15]([C:18]1[CH:23]=[CH:22][C:21](B(O)O)=[C:20]([Cl:27])[CH:19]=1)([OH:17])=[O:16]>>[Cl:27][C:20]1[CH:19]=[C:18]([CH:23]=[CH:22][C:21]=1[C:2]1[CH:11]=[C:10]([F:12])[C:9]2[C:4](=[CH:5][CH:6]=[C:7]([OH:13])[CH:8]=2)[N:3]=1)[C:15]([OH:17])=[O:16]. Procedure: Followed Scheme 2, B conditions starting with 2-chloro-4-fluoro-6-methoxyquinoline (Intermediate 7) and 4-carboxy-2-chlorophenylboronic acid. 1H NMR (MeOD 400 MHz): δ 8.20 (d, J=1.2 Hz, 1H), 8.10 (dd, J=8.0, 1.6 Hz, 1H), 8.02 (d, J=9.2, 1.2 Hz, 1H), 7.75 (d, J=8.0 Hz, 1H), 7.52-7.45 (m, 2H), 7.47 (d, J=2.4 Hz, 1H). MS (ESI): m/z 317.9 [M+H]+. Reactants: [Na+], C1CCOC1, [OH-], O, CCOC(=O)C1CC(=O)OC1C(=O)N(Cc1ccc2ccccc2c1)C(C)C(CC=Cc1nc2ccccc2o1)c1ccc2c(c1)OCO2. The product is [Na+], CCOC(=O)C(CC(=O)[O-])C(O)C(=O)N(Cc1ccc2ccccc2c1)C(C)C(CC=Cc1nc2ccccc2o1)c1ccc2c(c1)OCO2. RXN SMILES: [Na+:51].[O:52]1[CH2:53][CH2:54][CH2:55][CH2:56]1.[OH-:50].[OH2:57].[o:1]1[c:2]([CH:10]=[CH:11][CH2:12][CH:13]([CH:14]([CH3:15])[N:16]([C:17](=[O:18])[CH:19]2[O:20][C:21](=[O:29])[CH2:22][CH:23]2[C:24](=[O:25])[O:26][CH2:27][CH3:28])[CH2:30][c:31]2[cH:32][c:33]3[cH:34][cH:35][cH:36][cH:37][c:38]3[cH:39][cH:40]2)[c:41]2[cH:42][c:43]3[c:44]([cH:45][cH:46]2)[O:47][CH2:48][O:49]3)[n:3][c:4]2[c:5]1[cH:6][cH:7][cH:8][cH:9]2>>[Na+:51].[o:1]1[c:2]([CH:10]=[CH:11][CH2:12][CH:13]([CH:14]([CH3:15])[N:16]([C:17](=[O:18])[CH:19]([CH:23]([CH2:22][C:21]([O-:20])=[O:29])[C:24](=[O:25])[O:26][CH2:27][CH3:28])[OH:50])[CH2:30][c:31]2[cH:32][c:33]3[cH:34][cH:35][cH:36][cH:37][c:38]3[cH:39][cH:40]2)[c:41]2[cH:42][c:43]3[c:44]([cH:45][cH:46]2)[O:47][CH2:48][O:49]3)[n:3][c:4]2[c:5]1[cH:6][cH:7][cH:8][cH:9]2. Starting materials: O=C([O-])O, O=C(Cl)c1ccccc1, CC(C)=O, O=C(O)c1cn2c3c(c(N4CCNCC4)ccc3c1=O)CCC2, [Na+], O. The product is O=C(O)c1cn2c3c(c(N4CCN(C(=O)c5ccccc5)CC4)ccc3c1=O)CCC2. As a reaction SMILES: [C:24](=[O:25])([O-:26])[OH:27].[C:30]([c:31]1[cH:32][cH:33][cH:34][cH:35][cH:36]1)(=[O:37])[Cl:38].[CH3:39][C:40](=[O:41])[CH3:42].[N:1]1([c:7]2[cH:8][cH:9][c:10]3[c:11](=[O:23])[c:12]([C:20](=[O:21])[OH:22])[cH:13][n:14]4[c:19]3[c:18]2[CH2:17][CH2:16][CH2:15]4)[CH2:2][CH2:3][NH:4][CH2:5][CH2:6]1.[Na+:28].[OH2:29]>>[N:1]1([c:7]2[cH:8][cH:9][c:10]3[c:11](=[O:23])[c:12]([C:20](=[O:21])[OH:22])[cH:13][n:14]4[c:19]3[c:18]2[CH2:17][CH2:16][CH2:15]4)[CH2:2][CH2:3][N:4]([C:30]([c:31]2[cH:32][cH:33][cH:34][cH:35][cH:36]2)=[O:37])[CH2:5][CH2:6]1.